The task is: describe an organic reaction: reactants, conditions, products, and yield. This data is from the Open Reaction Database (ORD), a public repository of structured organic reaction records. Reaction conditions: temperature 25 celsius, time 1 hour. Yields the product C1(CCC1)NN1C2=C(C(=C(C1=O)C1=NS(C3=C(N1)C=CC=C3)(=O)=O)O)SC=C2 (4-(cyclobutylamino)-6-(1,1-dioxido-4H-1,2,4-benzothiadiazin-3-yl)-7-hydroxythieno[3,2-b]pyridin-5(4H)-one). Procedure: The product of Example 269A (0.077 g, 0.21 mmol) in tetrahydrofuran (4 mL) and methanol (0.030 mL, 0.8 mmol) at 0° C. was treated dropwise with a 2.0M solution of lithium borohydride in tetrahydrofuran (0.200 mL, 0.4 mmol). The reaction was stirred at 25° C. for 1 hour, acidified with 1M hydrochloric acid to pH of approximately 2-4, diluted with water (15 mL), and the resulting precipitate was collected by filtration and dried. The crude product was chromatographed on silica gel with 1% methanol... The solvent is O1CCCC1 (tetrahydrofuran), O1CCCC1 (tetrahydrofuran), O (water). RXN SMILES: [O:1]=[S:2]1(=[O:28])[C:7]2[CH:8]=[CH:9][CH:10]=[CH:11][C:6]=2[NH:5][C:4]([C:12]2[C:17](=[O:18])[N:16]([N:19]=[CH:20][CH:21](C)[CH3:22])[C:15]3[CH:24]=[CH:25][S:26][C:14]=3[C:13]=2[OH:27])=[N:3]1.[CH3:29]O.[BH4-].[Li+].Cl>O1CCCC1.O>[CH:20]1([NH:19][N:16]2[C:17](=[O:18])[C:12]([C:4]3[NH:5][C:6]4[CH:11]=[CH:10][CH:9]=[CH:8][C:7]=4[S:2](=[O:1])(=[O:28])[N:3]=3)=[C:13]([OH:27])[C:14]3[S:26][CH:25]=[CH:24][C:15]2=3)[CH2:29][CH2:22][CH2:21]1 |f:2.3|. Starting materials: O=S1(N=C(NC2=C1C=CC=C2)C2=C(C1=C(N(C2=O)N=CC(C)C)C=CS1)O)=O (6-(1,1-dioxido-4H-1,2,4-benzothiadiazin-3-yl)-7-hydroxy-4-{[2-methylpropylidene]amino}thieno[3,2-b]pyridin-5(4H)-one), CO (methanol), solution, [BH4-].[Li+] (lithium borohydride), Cl (hydrochloric acid). Starting materials: C1(CCC1)N(S(=O)(=O)C1=CC=C(C=C1)OC1CCNCC1)C1=CC(=CC=C1)F (N-cyclobutyl-N-(3-fluoro-phenyl)-4-(piperidin-4-yloxy)-benzenesulfonamide), CCN(C(C)C)C(C)C (DIPEA), CS(=O)(=O)Cl (methanesulfonyl chloride), O (Water). Run in C(Cl)Cl (DCM). Conditions: time 30 minute. Product: C1(CCC1)N(S(=O)(=O)C1=CC=C(C=C1)OC1CCN(CC1)S(=O)(=O)C)C1=CC(=CC=C1)F (N-Cyclobutyl-N-(3-fluoro-phenyl)-4-(1-methanesulfonyl-piperidin-4-yloxy)-benzenesulfonamide). RXN SMILES: [CH:1]1([N:5]([C:22]2[CH:27]=[CH:26][CH:25]=[C:24]([F:28])[CH:23]=2)[S:6]([C:9]2[CH:14]=[CH:13][C:12]([O:15][CH:16]3[CH2:21][CH2:20][NH:19][CH2:18][CH2:17]3)=[CH:11][CH:10]=2)(=[O:8])=[O:7])[CH2:4][CH2:3][CH2:2]1.CCN(C(C)C)C(C)C.[CH3:38][S:39](Cl)(=[O:41])=[O:40].O>C(Cl)Cl>[CH:1]1([N:5]([C:22]2[CH:27]=[CH:26][CH:25]=[C:24]([F:28])[CH:23]=2)[S:6]([C:9]2[CH:14]=[CH:13][C:12]([O:15][CH:16]3[CH2:17][CH2:18][N:19]([S:39]([CH3:38])(=[O:41])=[O:40])[CH2:20][CH2:21]3)=[CH:11][CH:10]=2)(=[O:8])=[O:7])[CH2:4][CH2:3][CH2:2]1. Reported procedure: To a solution of 4-{4-[cyclobutyl-(3-fluoro-phenyl)-sulfamoyl]-phenoxy}-piperidine-1-carboxylic acid tert-butyl ester (330 mg, 655 μmol) in DCM (9 mL) was added TFA (1 mL) and then the reaction was stirred at room temperature for 30 minutes. The reaction was concentrated and then purified by SCX eluting with 2 M NH3 in MeOH to give N-cyclobutyl-N-(3-fluoro-phenyl)-4-(piperidin-4-yloxy)-benzenesulfonamide (195 mg, 483 μmol). To a solution of N-cyclobutyl-N-(3-fluoro-phenyl)-4-(piperidin-4-yloxy)-...